From a dataset of the Open Reaction Database (ORD), a public repository of structured organic reaction records. describe an organic reaction: reactants, conditions, products, and yield Starting materials: CN(C)CCn1ncc2c([N+](=O)[O-])cccc21, CCO, [Cl-], [Fe], [NH4+], O=C(O)Cc1ccc(Oc2ccccc2)cc1, O. Product: CN(C)CCn1ncc2c(NC(=O)Cc3ccc(Oc4ccccc4)cc3)cccc21. Reaction SMILES: [CH3:1][N:2]([CH2:3][CH2:4][n:5]1[n:6][cH:7][c:8]2[c:9]([N+:14]([O-:15])=[O:16])[cH:10][cH:11][cH:12][c:13]12)[CH3:17].[CH3:38][CH2:39][OH:40].[Cl-:18].[Fe:37].[NH4+:19].[O:20]([c:21]1[cH:22][cH:23][cH:24][cH:25][cH:26]1)[c:27]1[cH:28][cH:29][c:30]([CH2:33][C:34](=[O:35])[OH:36])[cH:31][cH:32]1.[OH2:41]>>[CH3:1][N:2]([CH2:3][CH2:4][n:5]1[n:6][cH:7][c:8]2[c:9]([NH:14][C:34]([CH2:33][c:30]3[cH:29][cH:28][c:27]([O:20][c:21]4[cH:22][cH:23][cH:24][cH:25][cH:26]4)[cH:32][cH:31]3)=[O:35])[cH:10][cH:11][cH:12][c:13]12)[CH3:17]. Reactants: C(C)(=O)C1=CC=NC=C1 (4-acetylpyridine), NC1=CC=C(C=C1)C=1CCC(NN1)=O (6-(4-aminophenyl)-4,5-dihydropyridazin-3(2H)one), OS(=O)(=O)O (H2SO4). Solvent: C1(=CC=CC=C1)C (toluene). Yields the product N1=CC=C(C=C1)C(C)=NC1=CC=C(C=C1)C=1CCC(NN1)=O (6-[4-(1-(4-Pyridyl)ethylidene)aminophenyl]-4,5-dihydropyridazin-3(2H)one). As a reaction SMILES: [C:1]([C:4]1[CH:9]=[CH:8][N:7]=[CH:6][CH:5]=1)(=O)[CH3:2].[NH2:10][C:11]1[CH:16]=[CH:15][C:14]([C:17]2[CH2:18][CH2:19][C:20](=[O:23])[NH:21][N:22]=2)=[CH:13][CH:12]=1.OS(O)(=O)=O>C1(C)C=CC=CC=1>[N:7]1[CH:8]=[CH:9][C:4]([C:1](=[N:10][C:11]2[CH:16]=[CH:15][C:14]([C:17]3[CH2:18][CH2:19][C:20](=[O:23])[NH:21][N:22]=3)=[CH:13][CH:12]=2)[CH3:2])=[CH:5][CH:6]=1. Procedure: A solution containing 0.36 g (0.003 mol) of 4-acetylpyridine and 0.57 g (0.003 mol) of 6-(4-aminophenyl)-4,5-dihydropyridazin-3(2H)one in a mixture of 40 ml of toluene and 40 ml of DMT was refluxed over night with a Dean-Stark separator in the presence of catalytic amount of conc. H2SO4. The solvents were evaporated in vacuo and the residue treated with NaHCO3 -solution. The product was filtered and crystallized from ethanol. Yield 0.53 g (60%).